This data is from the Open Reaction Database (ORD), a public repository of structured organic reaction records. The task is: describe an organic reaction: reactants, conditions, products, and yield The reactants are Nc1nc(N)c(C(=O)NCCN2CCC(Cc3ccccc3)CC2)nc1Cl, CI, CC(C)=O. Product: C[N+]1(CCNC(=O)c2nc(Cl)c(N)nc2N)CCC(Cc2ccccc2)CC1, [I-]. RXN SMILES: [CH2:1]([c:2]1[cH:3][cH:4][cH:5][cH:6][cH:7]1)[CH:8]1[CH2:9][CH2:10][N:11]([CH2:14][CH2:15][NH:16][C:17](=[O:18])[c:19]2[n:20][c:21]([Cl:27])[c:22]([NH2:26])[n:23][c:24]2[NH2:25])[CH2:12][CH2:13]1.[CH3:28][I:29].[CH3:30][C:31](=[O:32])[CH3:33]>>[CH2:1]([c:2]1[cH:3][cH:4][cH:5][cH:6][cH:7]1)[CH:8]1[CH2:9][CH2:10][N+:11]([CH2:14][CH2:15][NH:16][C:17](=[O:18])[c:19]2[n:20][c:21]([Cl:27])[c:22]([NH2:26])[n:23][c:24]2[NH2:25])([CH3:28])[CH2:12][CH2:13]1.[I-:29]. The reactants are C(C)(C)(C)OC(NC(C(C)O)C1=CC(=C(C=C1)F)F)=O ([1-(3,4-difluorophenyl)-2-hydroxy-propyl]-carbamic acid-tert-butyl ester), [H-].[Na+] (NaH). Run in O (water). Reaction conditions: temperature 35 celsius, time 3 hour. The product is FC=1C=C(C=CC1F)C1NC(OC1C)=O (4-(3,4-Difluorophenyl)-5-methyl-oxazolidin-2-one). RXN SMILES: C([O:5][C:6](=[O:20])[NH:7][CH:8]([C:12]1[CH:17]=[CH:16][C:15]([F:18])=[C:14]([F:19])[CH:13]=1)[CH:9](O)[CH3:10])(C)(C)C.[H-].[Na+]>O>[F:19][C:14]1[CH:13]=[C:12]([CH:8]2[CH:9]([CH3:10])[O:20][C:6](=[O:5])[NH:7]2)[CH:17]=[CH:16][C:15]=1[F:18] |f:1.2|. Procedure: To a well stirred solution of [1-(3,4-difluorophenyl)-2-hydroxy-propyl]-carbamic acid-tert-butyl ester (0.43 g, 1.5 mmol) THF (20 mL) was added 95% NaH (0.09 g, 3.8 mmol) at room temperature. The resulting suspension was stirred for 3 h at about 35° C. (warm water bath) and then quenched carefully with ice. The biphasic mixture was extracted with 100 mL of EtOAc, washed with brine, dried over Na2SO4, filtered and the solvent was removed in vacuo. The two diastereomers were separated by column ch... The reactants are OCC([N+](=O)[O-])(CO)CO (tris(hydroxymethyl) nitromethane), COC(C)(C)OC (2,2-dimethoxypropane). Reagents/catalysts: Cl (hydrochloric acid). Solvent: C(C)#N (acetonitrile). Conditions: temperature 80 celsius. Yields the product CC1(OCC(CO1)([N+](=O)[O-])CO)C (2,2-dimethyl-5-hydroxy methyl-5-nitro-1,3-dioxane). Isolated yield 82.0%. RXN SMILES: [OH:1][CH2:2][C:3]([CH2:9][OH:10])([CH2:7][OH:8])[N+:4]([O-:6])=[O:5].CO[C:13](OC)([CH3:15])[CH3:14]>Cl.C(#N)C>[CH3:14][C:13]1([CH3:15])[O:8][CH2:7][C:3]([CH2:9][OH:10])([N+:4]([O-:6])=[O:5])[CH2:2][O:1]1. Procedure: To a 250 ml round bottom flask equipped with a stir bar was added 5 g (0.03 mol) tris(hydroxymethyl) nitromethane, 3.75 g (0.36 mol) 2,2-dimethoxypropane, 100 ml acetonitrile and 6 drops concentrated hydrochloric acid. The reaction was heated to 80° C. for 18 hours. After cooling to room temperature tte volatiles were removed in vacuo to give a white solid 2,2-dimethyl-5-hydroxy methyl-5-nitro-1,3-dioxane in 82% yield. The reactants are [B] (boron), C(#CCCCC)[Li] (1-hexynyllithium), C#CCCCC (1-hexyne), C(CCC)[Li] (n-butyl lithium), C1(=CC=CC=C1)B(OC(C)C)OC(C)C (phenyldiisopropoxyborane), C=C(C)C (isobutene), Cl (hydrogen chloride). Solvent: C(C)OCC (ethyl ether), C(C)OCC (ethyl ether), C(C)OCC (ethyl ether). Product: C1(=CC=CC=C1)B(OC(C)C)C#CCCCC (Phenyl(1-hexynyl)isopropoxyborane). Reaction SMILES: [C:1]([Li])#[C:2][CH2:3][CH2:4][CH2:5][CH3:6].C#CCCCC.C([Li])CCC.[C:19]1([B:25](OC(C)C)[O:26][CH:27]([CH3:29])[CH3:28])[CH:24]=[CH:23][CH:22]=[CH:21][CH:20]=1.Cl.[B].C=C(C)C>C(OCC)C>[C:6]1([B:25]([C:19]#[C:20][CH2:21][CH2:22][CH2:23][CH3:24])[O:26][CH:27]([CH3:28])[CH3:29])[CH:5]=[CH:4][CH:3]=[CH:2][CH:1]=1. Procedure details: The title compound was prepared following the method of Example 14, using 1-hexynyllithium (64 mmol) prepared from 1-hexyne and n-butyl lithium in ethyl ether (64 mL) and phenyldiisopropoxyborane (11.96 g, 58 mmol) dissolved in ethyl ether (60 mL) and quenched with hydrogen chloride in ethyl ether (18.7 mL, 64 mmol). Yield. 11.2 g (86%), bp 102°-105° C. (0.4 mm Hg); n20D 1.5008; proton NMR (CDCl3) δ7.90 (m, 2H), 7.31 (m, 3H), 4.87 (septet, J=18 Hz, 1H), 2.33 (triplet, J=18 Hz, 2H), 1.23 (d, J=18... As a reaction SMILES: [NH:1]1[CH2:6][CH2:5][CH2:4][C@@H:3]([NH:7][C:8](=[O:14])[O:9][C:10]([CH3:13])([CH3:12])[CH3:11])[CH2:2]1.C(N(CC)C(C)C)(C)C.Cl[C:25]1[C:30]([C:31]([F:34])([F:33])[F:32])=[CH:29][N:28]=[C:27]2[NH:35][CH:36]=[C:37]([NH:38][C:39](=[O:44])[C@H:40]([O:42][CH3:43])[CH3:41])[C:26]=12>CCCCO.O>[CH3:43][O:42][C@H:40]([CH3:41])[C:39]([NH:38][C:37]1[C:26]2[C:27](=[N:28][CH:29]=[C:30]([C:31]([F:34])([F:32])[F:33])[C:25]=2[N:1]2[CH2:6][CH2:5][CH2:4][C@@H:3]([NH:7][C:8](=[O:14])[O:9][C:10]([CH3:11])([CH3:13])[CH3:12])[CH2:2]2)[NH:35][CH:36]=1)=[O:44]. Run at temperature 160 celsius. Product: CO[C@@H](C(=O)NC1=CNC2=NC=C(C(=C21)N2C[C@@H](CCC2)NC(OC(C)(C)C)=O)C(F)(F)F)C (tert-butyl (R)-1-(3-((R)-2-methoxypropanamido)-5-(trifluoromethyl)-1H-pyrrolo[2,3-b]pyridin-4-yl)piperidin-3-ylcarbamate). The solvent is CCCCO (n-BuOH), O (water). Reported procedure: (R)-tert-Butyl piperidin-3-ylcarbamate (456 mg, 2.28 mmol) and N,N-diisopropylethylamine (294 mg, 0.396 mL, 2.28 mmol) were added to a suspension of (R)—N-(4-chloro-5-(trifluoromethyl)-1H-pyrrolo[2,3-b]pyridin-3-yl)-2-methoxypropanamide (244 mg, 0.759 mmol) in n-BuOH (3 mL). The resulting mixture was heated in a sealed tube under a nitrogen atmosphere at 160° C. for 24 hours. The cooled mixture was diluted with water and extracted with EtOAc (3×20 mL). The combined organic layer was dried over M... Starting materials: N1C[C@@H](CCC1)NC(OC(C)(C)C)=O ((R)-tert-Butyl piperidin-3-ylcarbamate), C(C)(C)N(C(C)C)CC (N,N-diisopropylethylamine), ClC1=C2C(=NC=C1C(F)(F)F)NC=C2NC([C@@H](C)OC)=O ((R)—N-(4-chloro-5-(trifluoromethyl)-1H-pyrrolo[2,3-b]pyridin-3-yl)-2-methoxypropanamide). Isolated yield 41.0%. Reactants: BrC=1SC=C(N1)C (2-bromo-4-methylthiazole), CoBr2, II (iodine), ClC1=C(C(=CC=C1)Cl)C=1N(C=C(N1)I)C1=CC=C(C=C1)C1=CC(=CC=C1)S(=O)(=O)C (2-(2,6-dichlorophenyl)-4-iodo-1-(3′-(methylsulfonyl)biphenyl-4-yl)-1H-imidazole), C(C=C)Cl (allyl chloride), FC(C(=O)O)(F)F (trifluoroacetic acid). Reagents/catalysts: [Zn] (zinc), C1=CC=C(C=C1)P([C-]2C=CC=C2)C3=CC=CC=C3.C1=CC=C(C=C1)P([C-]2C=CC=C2)C3=CC=CC=C3.Cl[Pd]Cl.[Fe+2] (PdCl2(dppf)). The solvent is C(C)#N (acetonitrile), CCOCC (Et2O), C(Cl)Cl (CH2Cl2), C(C)#N (acetonitrile). Conditions: time 10 minute. Product: ClC1=C(C(=CC=C1)Cl)C=1N(C=C(N1)C=1SC=C(N1)C)C1=CC=C(C=C1)C1=CC(=CC=C1)S(=O)(=O)C (2-(2-(2,6-dichlorophenyl)-1-(3′-(methylsulfonyl)biphenyl-4-yl)-1H-imidazol-4-yl)-4-methylthiazole). The yield is 39.0%. Reaction SMILES: C(Cl)C=C.FC(F)(F)C(O)=O.Br[C:13]1[S:14][CH:15]=[C:16]([CH3:18])[N:17]=1.II.[Cl:21][C:22]1[CH:27]=[CH:26][CH:25]=[C:24]([Cl:28])[C:23]=1[C:29]1[N:30]([C:35]2[CH:40]=[CH:39][C:38]([C:41]3[CH:46]=[CH:45][CH:44]=[C:43]([S:47]([CH3:50])(=[O:49])=[O:48])[CH:42]=3)=[CH:37][CH:36]=2)[CH:31]=[C:32](I)[N:33]=1>C(#N)C.CCOCC.[Zn].C1C=CC(P(C2C=CC=CC=2)[C-]2C=CC=C2)=CC=1.C1C=CC(P(C2C=CC=CC=2)[C-]2C=CC=C2)=CC=1.Cl[Pd]Cl.[Fe+2].C(Cl)Cl>[Cl:28][C:24]1[CH:25]=[CH:26][CH:27]=[C:22]([Cl:21])[C:23]=1[C:29]1[N:30]([C:35]2[CH:36]=[CH:37][C:38]([C:41]3[CH:46]=[CH:45][CH:44]=[C:43]([S:47]([CH3:50])(=[O:49])=[O:48])[CH:42]=3)=[CH:39][CH:40]=2)[CH:31]=[C:32]([C:13]2[S:14][CH:15]=[C:16]([CH3:18])[N:17]=2)[N:33]=1 |f:8.9.10.11|. Reported procedure: Into a 5 mL microwave vial was weighed 174 mg (2.7 mmol) of zinc powder and 45 mg (200 μmol) of anhydrous CoBr2. The solids were suspended in 1.7 mL of acetonitrile, and the resulting suspension was treated with 45 μL (0.55 mmol) of allyl chloride, followed by 15 μL of trifluoroacetic acid (33% v/v on allyl chloride). After stirring for 10 minutes at ambient temperature, the suspension was treated with 302 mg (1.7 mmol) of 2-bromo-4-methylthiazole as a solution in 300 μL of acetonitrile. After 2...